From a dataset of the Open Reaction Database (ORD), a public repository of structured organic reaction records. describe an organic reaction: reactants, conditions, products, and yield The reactants are CC(=O)O, O=C1CCC(=O)N1Cl, Cc1cc(O)cc(=O)[nH]1. Product: Cc1cc(O)c(Cl)c(=O)[nH]1. RXN SMILES: [CH3:18][C:19](=[O:20])[OH:21].[Cl:10][N:11]1[C:12](=[O:13])[CH2:14][CH2:15][C:16]1=[O:17].[OH:1][c:2]1[cH:3][c:4](=[O:9])[nH:5][c:6]([CH3:8])[cH:7]1>>[OH:1][c:2]1[c:3]([Cl:10])[c:4](=[O:9])[nH:5][c:6]([CH3:8])[cH:7]1. Starting materials: CS(=O)C1=NN2C(C=N1)=CC=C2C2=C(C=CC=C2)NS(=O)(=O)C (N-[2-(2-Methanesulfinyl-pyrrolo[2,1-f][1,2,4]triazin-7-yl)-phenyl]-methanesulfonamide), C1COCCN1C2=CC=C(C=C2)N (4-(4-morpholino)aniline), C(C)(C)N(C(C)C)CC (N,N-Diisopropylethylamine), COCC(C)O (1-Methoxy-2-propanol). Product: N1(CCOCC1)C1=CC=C(C=C1)NC1=NN2C(C=N1)=CC=C2C2=C(C=CC=C2)NS(=O)(=O)C (N-{2-[2-(4-Morpholin-4-yl-phenylamino)-pyrrolo[2,1-f][1,2,4]triazin-7-yl]-phenyl}-methanesulfonamide). Isolated yield 77.4%. RXN SMILES: CS([C:4]1[N:9]=[CH:8][C:7]2=[CH:10][CH:11]=[C:12]([C:13]3[CH:18]=[CH:17][CH:16]=[CH:15][C:14]=3[NH:19][S:20]([CH3:23])(=[O:22])=[O:21])[N:6]2[N:5]=1)=O.[CH2:24]1[N:29]([C:30]2[CH:35]=[CH:34][C:33]([NH2:36])=[CH:32][CH:31]=2)[CH2:28][CH2:27][O:26][CH2:25]1.C(N(CC)C(C)C)(C)C.COCC(O)C>>[N:29]1([C:30]2[CH:31]=[CH:32][C:33]([NH:36][C:4]3[N:9]=[CH:8][C:7]4=[CH:10][CH:11]=[C:12]([C:13]5[CH:18]=[CH:17][CH:16]=[CH:15][C:14]=5[NH:19][S:20]([CH3:23])(=[O:22])=[O:21])[N:6]4[N:5]=3)=[CH:34][CH:35]=2)[CH2:28][CH2:27][O:26][CH2:25][CH2:24]1. Procedure: N-[2-(2-Methanesulfinyl-pyrrolo[2,1-f][1,2,4]triazin-7-yl)-phenyl]-methanesulfonamide (100.0 mg, 0.2854 mmol), 4-(4-morpholino)aniline (102 mg, 0.571 mmol) and N,N-Diisopropylethylamine (0.149 mL, 0.856 mmol) were dissolved in 1-Methoxy-2-propanol (1.08 mL, 11.1 mmol). The reaction was irradiated at 300 watts, 200° C. for 20 minutes. The reaction was then reduced en vacuo and the resulting residue was isolated and purified by Gilson prep HPLC to afford 102.60 mg of N-{2-[2-(4-Morpholin-4-yl-phen... Reactants: Cl.CC1=C2N(C3=CC=CC=C13)CCCC2N (6,7,8,9-tetrahydro-10-methylpyrido[1,2-a]indol-9-amine hydrochloride), C(=O)O (formic acid), CC(=O)OCC1=C2C=CC=CC2=C(C3=CC=CC=C31)COC(=O)C (acetic), anhydride, O (water). Solvent: O1CCCC1 (tetrahydrofuran). Conditions: temperature 60 celsius, time 2 hour. Yields the product CC1=C2N(C3=CC=CC=C13)CCCC2NC=O (N-(6,7,8,9-Tetrahydro-10-methylpyrido[1,2-a]indol-9-yl)formamide). Yield: 99.0%. As a reaction SMILES: [CH:1]([OH:3])=O.CC(OCC1C2C(=CC=CC=2)C(COC(C)=O)=C2C=1C=CC=C2)=O.Cl.[CH3:29][C:30]1[C:38]2[C:33](=[CH:34][CH:35]=[CH:36][CH:37]=2)[N:32]2[CH2:39][CH2:40][CH2:41][CH:42]([NH2:43])[C:31]=12.O>O1CCCC1>[CH3:29][C:30]1[C:38]2[C:33](=[CH:34][CH:35]=[CH:36][CH:37]=2)[N:32]2[CH2:39][CH2:40][CH2:41][CH:42]([NH:43][CH:1]=[O:3])[C:31]=12 |f:2.3|. Procedure details: A mixture of formic acid (b 6 mL) and acetic anhyride (12 mL) was heated at 60° C. for 4 hours. A solution of 6,7,8,9-tetrahydro-10-methylpyrido[1,2-a]indol-9-amine hydrochloride (7.5 g, 37.5 mmol), in dry tetrahydrofuran (60 mL) was added upon cooling to the resultant mixed anhydride. The reaction mixture was stirred at 25° C. for 2 hours, poured into water (150 mL) and extracted with ether (3×100 mL). The combined extracts were washed successively with 5% hydrochloric acid, 5% sodium bicarbona... Starting materials: CC1([C@H]([C@H]1C=C(Cl)Cl)C(=O)OCC)C (ethyl (±)-cis-2,2-dimethyl-3-(2,2-dichlorovinyl)cyclopropane carboxylate), ( II ), Cl (hydrochloric acid). Reaction conditions: temperature 30 celsius, time 40 hour. The product is CC1(C(C1C=C(Cl)Cl)C(=O)O)C (2,2-dimethyl-3-(2,2-dichlorovinyl)cyclopropane carboxylic acid). Reaction SMILES: [CH3:1][C:2]1([CH3:14])[C@H:4]([CH:5]=[C:6]([Cl:8])[Cl:7])[C@@H:3]1[C:9]([O:11]CC)=[O:10].Cl>>[CH3:1][C:2]1([CH3:14])[CH:4]([CH:5]=[C:6]([Cl:8])[Cl:7])[CH:3]1[C:9]([OH:11])=[O:10]. Reported procedure: 1.0 g of ethyl (±)-cis-2,2-dimethyl-3-(2,2-dichlorovinyl)cyclopropane carboxylate of formula (II), in which X represents chlorine atom and R represents ethyl group, was added to the medium above and the mixture was allowed to react with shaking at 30° C. for 40 hours. After the reaction was over, the pH of the reaction mixture was adjusted to 2 or lower with concentrated hydrochloric acid and the mixture was subjected to extraction with methyl isobutyl ketone. Next, an internal standard (dimethy... Starting materials: C(C)(=O)OC1=CC(=CC=C1)I (3-iodophenyl acetate), C(C)(C)[Si](S)(C(C)C)C(C)C (Triisopropylsilanethiol), [H-].[Na+] (sodium hydride), [H][H] (hydrogen). The reagents and catalysts are C=1C=CC(=CC1)[P](C=2C=CC=CC2)(C=3C=CC=CC3)[Pd]([P](C=4C=CC=CC4)(C=5C=CC=CC5)C=6C=CC=CC6)([P](C=7C=CC=CC7)(C=8C=CC=CC8)C=9C=CC=CC9)[P](C=1C=CC=CC1)(C=1C=CC=CC1)C=1C=CC=CC1 (tetrakis(triphenylphosphine)palladium). The solvent is C1(=CC=CC=C1)C (toluene), C1CCOC1 (THF). Product: C(C)(=O)OC1=CC(=CC=C1)S[Si](C(C)C)(C(C)C)C(C)C (3-[1,1-bis (Methylethyl)-2-methyl-1-silapropylthio]phenyl acetate). Isolated yield 52.4%. Reaction SMILES: [CH:1]([Si:4]([CH:9]([CH3:11])[CH3:10])([CH:6]([CH3:8])[CH3:7])[SH:5])([CH3:3])[CH3:2].[H-].[Na+].[H][H].[C:16]([O:19][C:20]1[CH:25]=[CH:24][CH:23]=[C:22](I)[CH:21]=1)(=[O:18])[CH3:17]>C1COCC1.C1(C)C=CC=CC=1.C1C=CC([P]([Pd]([P](C2C=CC=CC=2)(C2C=CC=CC=2)C2C=CC=CC=2)([P](C2C=CC=CC=2)(C2C=CC=CC=2)C2C=CC=CC=2)[P](C2C=CC=CC=2)(C2C=CC=CC=2)C2C=CC=CC=2)(C2C=CC=CC=2)C2C=CC=CC=2)=CC=1>[C:16]([O:19][C:20]1[CH:25]=[CH:24][CH:23]=[C:22]([S:5][Si:4]([CH:1]([CH3:3])[CH3:2])([CH:6]([CH3:8])[CH3:7])[CH:9]([CH3:11])[CH3:10])[CH:21]=1)(=[O:18])[CH3:17] |f:1.2,^1:42,44,63,82|. Procedure details: Triisopropylsilanethiol (2.91 ml, 13.5 mmol) was added dropwise to a suspension of sodium hydride (325 mg, 13.5 mmol) in THF (10 ml). After the evolution of hydrogen ceased, a solution of 3-iodophenyl acetate (2.37 g, 9.0 mmol) and tetrakis(triphenylphosphine)palladium (0) (1.04 g, 0.9 mmol) in toluene (90 ml) was added. After refluxing for 16 h under argon, the reaction was cooled to room temperature and the solvent was evaporated under vacuum. The resulting residue was dissolved in ethyl aceta... Reactants: CCOC(=O)c1cnc(C(C)(C)C)nc1N1CCN(C(=O)OC(C)(C)C)CC1, C1CCOC1, CCO, [Li+], [OH-], O, O. The product is CC(C)(C)OC(=O)N1CCN(c2nc(C(C)(C)C)ncc2C(=O)O)CC1. As a reaction SMILES: [C:1]([CH3:2])([CH3:3])([CH3:4])[O:5][C:6](=[O:7])[N:8]1[CH2:9][CH2:10][N:11]([c:14]2[n:15][c:16]([C:25]([CH3:26])([CH3:27])[CH3:28])[n:17][cH:18][c:19]2[C:20](=[O:21])[O:22][CH2:23][CH3:24])[CH2:12][CH2:13]1.[CH2:32]1[O:33][CH2:34][CH2:35][CH2:36]1.[CH3:37][CH2:38][OH:39].[Li+:30].[OH-:29].[OH2:31].[OH2:40]>>[C:1]([CH3:2])([CH3:3])([CH3:4])[O:5][C:6](=[O:7])[N:8]1[CH2:9][CH2:10][N:11]([c:14]2[n:15][c:16]([C:25]([CH3:26])([CH3:27])[CH3:28])[n:17][cH:18][c:19]2[C:20](=[O:21])[OH:22])[CH2:12][CH2:13]1. Starting materials: O(C1=CC=CC=C1)C1=C2C=3C(=C(N=CC3NC2=CC=C1)C1=NOC=C1)COC (5-phenoxy-4-methoxymethyl-3-(3-isoxazolyl)-β-carboline), ClC1=CC=C(OC2=C3C=4C(=C(N=CC4NC3=CC=C2)C2=NOC(=C2)COC)COC)C=C1 (5-(4-chlorophenoxy)-3-(5-methoxymethyl-3-isoxazolyl)-4-methoxymethyl-β-carboline). The product is C(C1=CC=CC=C1)OC1=C2C=3C(=C(N=CC3NC2=CC=C1)C1=NOC(=C1)COC)COC (5-benzyloxy-4-methoxymethyl-3-(5-methoxymethyl-3-isoxazolyl)-β-carboline). Reaction SMILES: O([C:8]1[CH:20]=[CH:19][CH:18]=[C:17]2[C:9]=1[C:10]1C(COC)=C(C3C=CON=3)N=CC=1N2)C1C=CC=CC=1.ClC1C=CC([O:34][C:35]2[CH:47]=[CH:46][CH:45]=[C:44]3[C:36]=2[C:37]2[C:38]([CH2:56][O:57][CH3:58])=[C:39]([C:48]4[CH:52]=[C:51]([CH2:53][O:54][CH3:55])[O:50][N:49]=4)[N:40]=[CH:41][C:42]=2[NH:43]3)=CC=1>>[CH2:10]([O:34][C:35]1[CH:47]=[CH:46][CH:45]=[C:44]2[C:36]=1[C:37]1[C:38]([CH2:56][O:57][CH3:58])=[C:39]([C:48]3[CH:52]=[C:51]([CH2:53][O:54][CH3:55])[O:50][N:49]=3)[N:40]=[CH:41][C:42]=1[NH:43]2)[C:9]1[CH:17]=[CH:18][CH:19]=[CH:20][CH:8]=1. Reported procedure: 5-phenoxy-4-methoxymethyl-3-(3-isoxazolyl)-β-carboline, 5-(4-chlorophenoxy)-3-(5-methoxymethyl-3-isoxazolyl)-4-methoxymethyl-β-carboline;